This data is from the Open Reaction Database (ORD), a public repository of structured organic reaction records. The task is: describe an organic reaction: reactants, conditions, products, and yield The reactants are BrCC1=C(C2=CC=CC=C2C=C1)B1OC(C(O1)(C)C)(C)C (2-[2-(bromomethyl)-1-naphthyl]-4,4,5,5-tetramethyl-1,3,2-dioxaborolane), C1(=CC=CC=C1)NC(OC(C)(C)C)=O (tert-butyl phenylcarbamate), hexanes, [Li]CCCC (nBuLi), O (water). Run in CN(C)C=O (DMF), hexanes. Reaction conditions: time 30 minute. Product: C1(=CC=CC=C1)N(C(OC(C)(C)C)=O)CC1=C(C2=CC=CC=C2C=C1)B1OC(C(O1)(C)C)(C)C (tert-Butyl phenyl{[1-(4,4,5,5-tetramethyl-1,3,2-dioxaborolan-2-yl)-2-naphthyl]-methyl}carbamate). As a reaction SMILES: [C:1]1([NH:7][C:8](=[O:14])[O:9][C:10]([CH3:13])([CH3:12])[CH3:11])[CH:6]=[CH:5][CH:4]=[CH:3][CH:2]=1.[Li]CCCC.Br[CH2:21][C:22]1[CH:31]=[CH:30][C:29]2[C:24](=[CH:25][CH:26]=[CH:27][CH:28]=2)[C:23]=1[B:32]1[O:36][C:35]([CH3:38])([CH3:37])[C:34]([CH3:40])([CH3:39])[O:33]1.O>CN(C=O)C>[C:1]1([N:7]([CH2:21][C:22]2[CH:31]=[CH:30][C:29]3[C:24](=[CH:25][CH:26]=[CH:27][CH:28]=3)[C:23]=2[B:32]2[O:36][C:35]([CH3:38])([CH3:37])[C:34]([CH3:40])([CH3:39])[O:33]2)[C:8](=[O:14])[O:9][C:10]([CH3:11])([CH3:13])[CH3:12])[CH:6]=[CH:5][CH:4]=[CH:3][CH:2]=1. Procedure details: To a suspension of 17.0 g (88.1 mmol) of tert-butyl phenylcarbamate in 150 ml of hexanes 35.2 ml (88.1 mmol) of 2.5 M nBuLi in hexanes was slowly added at gentle reflux for ca. 15 min. This mixture was stirred for additional 30 minutes and then evaporated to dryness. The resulting white powder was added to a solution of 30.6 g (88.1 mmol) of 2-[2-(bromomethyl)-1-naphthyl]-4,4,5,5-tetramethyl-1,3,2-dioxaborolane in 300 ml of DMF. This mixture was stirred for 20 minutes at 75° C. and then poured i... Reactants: B, [Na+], C1CCOC1, C1CCOC1, [OH-], O, OO, C=CCC(CN(C)C(=O)CC(F)(F)F)(c1ccc(Cl)c(Cl)c1)N(C)C(=O)Oc1ccccc1. Yields the product CN(CC(CCCO)(c1ccc(Cl)c(Cl)c1)N(C)C(=O)Oc1ccccc1)C(=O)CC(F)(F)F. As a reaction SMILES: [BH3:39].[Na+:41].[O:34]1[CH2:35][CH2:36][CH2:37][CH2:38]1.[O:44]1[CH2:45][CH2:46][CH2:47][CH2:48]1.[OH-:40].[OH2:49].[OH:42][OH:43].[c:1]1([O:7][C:8]([N:9]([CH3:10])[C:11]([CH2:12][N:13]([C:14]([CH2:15][C:16]([F:17])([F:18])[F:19])=[O:20])[CH3:21])([CH2:22][CH:23]=[CH2:24])[c:25]2[cH:26][c:27]([Cl:32])[c:28]([Cl:31])[cH:29][cH:30]2)=[O:33])[cH:2][cH:3][cH:4][cH:5][cH:6]1>>[c:1]1([O:7][C:8]([N:9]([CH3:10])[C:11]([CH2:12][N:13]([C:14]([CH2:15][C:16]([F:17])([F:18])[F:19])=[O:20])[CH3:21])([CH2:22][CH2:23][CH2:24][OH:34])[c:25]2[cH:26][c:27]([Cl:32])[c:28]([Cl:31])[cH:29][cH:30]2)=[O:33])[cH:2][cH:3][cH:4][cH:5][cH:6]1. Reported procedure: To a mechanically stirred solution of 5-nitro-1H-pyrazole-3-carboxylic acid (1.0 g, 6.24 mmol) in dry DMF (50 mL) was added EDCl (1.20 g, 6.24 mmol), HOBT (0.84 g, 6.24 mmol) and N′-hydroxy-4-(trifluoromethoxy)benzenecarboximidamide (1.37 g, 6.24 mmol). The mixture was stirred at rt for 2 h, and then warmed to 140° C. and stirred for additional 2 h. After being cooled to rt, the mixture was diluted with water (100 mL) and extracted with ethyl acetate. The organic extract was successively washed ... The product is [N+](=O)([O-])C1=CC(=NN1)C1=NC(=NO1)C1=CC=C(C=C1)OC(F)(F)F (5-(5-Nitro-1H-pyrazol-3-yl)-3-[4-(trifluoromethoxy)phenyl]-1,2,4-oxadiazole). Solvent: O (water), CN(C)C=O (DMF). Conditions: time 2 hour. Starting materials: [N+](=O)([O-])C1=CC(=NN1)C(=O)O (5-nitro-1H-pyrazole-3-carboxylic acid), CCN=C=NCCCN(C)C.Cl (EDCl), C=1C=CC2=C(C1)N=NN2O (HOBT), ON=C(N)C1=CC=C(C=C1)OC(F)(F)F (N′-hydroxy-4-(trifluoromethoxy)benzenecarboximidamide). As a reaction SMILES: [N+:1]([C:4]1[NH:8][N:7]=[C:6]([C:9]([OH:11])=O)[CH:5]=1)([O-:3])=[O:2].CCN=C=NCCCN(C)C.Cl.C1C=CC2N(O)N=NC=2C=1.O[N:35]=[C:36]([C:38]1[CH:43]=[CH:42][C:41]([O:44][C:45]([F:48])([F:47])[F:46])=[CH:40][CH:39]=1)[NH2:37]>CN(C=O)C.O>[N+:1]([C:4]1[NH:8][N:7]=[C:6]([C:9]2[O:11][N:37]=[C:36]([C:38]3[CH:39]=[CH:40][C:41]([O:44][C:45]([F:46])([F:47])[F:48])=[CH:42][CH:43]=3)[N:35]=2)[CH:5]=1)([O-:3])=[O:2] |f:1.2|. Product: C(C(C)C)NC(=O)C1=CSC(=C1)C1=NC(=NC=C1)NC1=CC(=CC=C1)C(C)O (5-{2-[3-(1-Hydroxy-ethyl)-phenylamino]-pyrimidin-4-yl}-thiophene-3-carboxylic acid isobutyl-amide). Yield: 25.0%. Reaction conditions: temperature 150 celsius. Run in CS(=O)C (DMSO). Reaction SMILES: Br[C:2]1[CH:3]=[C:4]([C:7]2[CH:12]=[CH:11][N:10]=[C:9]([NH:13][C:14]3[CH:15]=[C:16]([CH:20]([OH:22])[CH3:21])[CH:17]=[CH:18][CH:19]=3)[N:8]=2)[S:5][CH:6]=1.[CH2:23]([NH2:27])[CH:24]([CH3:26])[CH3:25].C1C[O:31][CH2:30]C1.C1CCN2C(=NCCC2)CC1>CS(C)=O.[C-]#[O+].[C-]#[O+].[C-]#[O+].[C-]#[O+].[C-]#[O+].[C-]#[O+].[Mo]>[CH2:23]([NH:27][C:30]([C:2]1[CH:3]=[C:4]([C:7]2[CH:12]=[CH:11][N:10]=[C:9]([NH:13][C:14]3[CH:19]=[CH:18][CH:17]=[C:16]([CH:20]([OH:22])[CH3:21])[CH:15]=3)[N:8]=2)[S:5][CH:6]=1)=[O:31])[CH:24]([CH3:26])[CH3:25] |f:5.6.7.8.9.10.11|. Reagents/catalysts: [C-]#[O+].[C-]#[O+].[C-]#[O+].[C-]#[O+].[C-]#[O+].[C-]#[O+].[Mo] (molybdenum hexacarbonyl). Reactants: BrC=1C=C(SC1)C1=NC(=NC=C1)NC=1C=C(C=CC1)C(C)O (1-{3-[4-(4-Bromo-thiophen-2-yl)-pyrimidin-2-ylamino]-phenyl}-ethanol), C(C(C)C)N (isobutylamine), C1CCOC1 (THF), Palladacycle [trans-di-mu-acetatobis[2-9di-O-tolylphpsphino)benzyl]dipalladium(II), C1CCC2=NCCCN2CC1 (DBU). Procedure details: A 5 mL Personal Chemistry™ microwave vial was charged with 1-{3-[4-(4-Bromo-thiophen-2-yl)-pyrimidin-2-ylamino]-phenyl}-ethanol (149.3 mg, 0.40 mmol, prepared according to Method 22), isobutylamine (120 uL, 1.20 mmol), molybdenum hexacarbonyl (109.2 mg, 0.41 mmol), THF (2 mL), 20 mg (0.02 mmol) of Hermann's Palladacycle [trans-di-mu-acetatobis[2-9di-O-tolylphpsphino)benzyl]dipalladium(II)], and DBU (180 uL, 1.20 mmol). The reaction mixture was heated to 150° C. in a microwave reactor for 15 min.... The reactants are COC=1C=CC=C2C=C(NC12)C(=O)O (7-methoxyindole-2-carboxylic acid), acid chloride. The solvent is C(C(C)C)O (isobutanol). Yields the product C(C(C)C)OC(=O)C=1NC2=C(C=CC=C2C1)OC (7-methoxyindole-2-carboxylic acid isobutyl ester). Isolated yield 119.8%. Reaction SMILES: [CH3:1][O:2][C:3]1[CH:4]=[CH:5][CH:6]=[C:7]2[C:11]=1[NH:10][C:9]([C:12]([OH:14])=[O:13])=[CH:8]2>C(O)C(C)C>[CH2:6]([O:13][C:12]([C:9]1[NH:10][C:11]2[C:7]([CH:8]=1)=[CH:6][CH:5]=[CH:4][C:3]=2[O:2][CH3:1])=[O:14])[CH:7]([CH3:11])[CH3:8]. Procedure: Under the conditions of Example 8(A), 8 g of 7-methoxyindole-2-carboxylic acid is converted into the acid chloride and the latter is reacted with isobutanol. After working up of the reaction product and recrystallization from petroleum ether, 6.2 g of 7-methoxyindole-2-carboxylic acid isobutyl ester is obtained, mp 100°-101° C. Reactants: F[B-](F)(F)F.F[B-](F)(F)F.ClC[N+]12CC[N+](CC1)(CC2)F (1-Chloromethyl-4-fluoro-1,4-diazoniabicyclo[2.2.2]octane bis(tetrafluoroborate)), C(C)(C)(C)OC(C1=CN=C(C=C1NC1=C(C=C(C=C1)Br)Cl)N)=O (6-amino-4-(4-bromo-2-chlorophenylamino)-nicotinic acid tert-butyl ester), CO (MeOH). The solvent is CCOC(=O)C (EtOAc), O (water), O (water). Run at time 2 hour. Yields the product C(C)(C)(C)OC(C1=CN=C(C(=C1NC1=C(C=C(C=C1)Br)Cl)F)N)=O (6-amino-4-(4-bromo-2-chlorophenylamino)-5-fluoronicotinic acid tert-butyl ester). The yield is 7.2%. RXN SMILES: F[B-](F)(F)F.F[B-](F)(F)F.ClC[N+]12CC[N+]([F:21])(CC1)CC2.[C:22]([O:26][C:27](=[O:44])[C:28]1[C:33]([NH:34][C:35]2[CH:40]=[CH:39][C:38]([Br:41])=[CH:37][C:36]=2[Cl:42])=[CH:32][C:31]([NH2:43])=[N:30][CH:29]=1)([CH3:25])([CH3:24])[CH3:23].CO>CCOC(C)=O.O>[C:22]([O:26][C:27](=[O:44])[C:28]1[C:33]([NH:34][C:35]2[CH:40]=[CH:39][C:38]([Br:41])=[CH:37][C:36]=2[Cl:42])=[C:32]([F:21])[C:31]([NH2:43])=[N:30][CH:29]=1)([CH3:25])([CH3:23])[CH3:24] |f:0.1.2|. Procedure details: 1-Chloromethyl-4-fluoro-1,4-diazoniabicyclo[2.2.2]octane bis(tetrafluoroborate) (889 mg, 2.508 mmol) was added to a mixture of 6-amino-4-(4-bromo-2-chlorophenylamino)nicotinic acid tert-butyl ester (42) (1.00 g, 2.51 mmol) in 1:1 MeOH:water (25 mL). After about 2 hours, the reaction mixture was diluted with EtOAc and water. The layers were separated and the organic layer washed with 0.5 N HCl and brine. The aqueous washes were back extracted with EtOAc. The combined organic extracts were dried (... Starting materials: C(CCCCCCCC)=O (1-nonanal), Cl (hydrochloric acid), Cl.C(C)(C)(C)C1=CC=C(C=C1)NC(=N)NC(=N)N (N1-(4-tert-butylphenyl)-biguanide hydrochloride). Solvent: C(C)O (ethanol). Product: Cl.C(CCCCCCC)C1N=C(N=C(N1C1=CC=C(C=C1)C(C)(C)C)N)N (6-Octyl-2,4-diamino-1,6-dihydro-1-(4′-tert-butylphenyl)-1,3,5-triazine hydrochloride). RXN SMILES: [CH:1](=O)[CH2:2][CH2:3][CH2:4][CH2:5][CH2:6][CH2:7][CH2:8][CH3:9].[ClH:11].Cl.[C:13]([C:17]1[CH:22]=[CH:21][C:20]([NH:23][C:24]([NH:26][C:27]([NH2:29])=[NH:28])=[NH:25])=[CH:19][CH:18]=1)([CH3:16])([CH3:15])[CH3:14]>C(O)C>[ClH:11].[CH2:2]([CH:1]1[N:23]([C:20]2[CH:21]=[CH:22][C:17]([C:13]([CH3:14])([CH3:16])[CH3:15])=[CH:18][CH:19]=2)[C:24]([NH2:25])=[N:26][C:27]([NH2:29])=[N:28]1)[CH2:3][CH2:4][CH2:5][CH2:6][CH2:7][CH2:8][CH3:9] |f:2.3,5.6|. Reported procedure: 100 ml of ethanol, 4.8 ml (27.9 mmol) of 1-nonanal and 0.8 ml of concentrated hydrochloric acid were added to 5.0 g (18.5 mmol) of N1-(4-tert-butylphenyl)-biguanide hydrochloride, and the mixture was refluxed for 15 hours. The solvent was distilled off under reduced pressure, and the residue was purified by silica gel column chromatography (elution with a mixture of chloroform and methanol (9:1.5)), and recrystallized from 70% aqueous acetonitrile to obtain 16 g of colorless crystals having a me... The reactants are COC(=O)NC=1N=C2N(C=C(C=C2)S(=O)C2=CC=CC=C2)C1 (2(methoxycarbonylamino)-6-(phenylsulfinyl) imidazo [1,2-a] pyridine), OO (hydrogen peroxide), FC(C(=O)OC(C(F)(F)F)=O)(F)F (trifluoroacetic anhydride), FC(C(=O)OO)(F)F (trifluoroperacetic acid). Solvent: C(Cl)Cl (methylene chloride). Yields the product COC(=O)NC=1N=C2N(C=C(C=C2)S(=O)(=O)C2=CC=CC=C2)C1 (2-(methoxycarbonylamino) 6-(phenylsulfonyl) imidazo [1,2-a] pyridine). As a reaction SMILES: [CH3:1][O:2][C:3]([NH:5][C:6]1[N:7]=[C:8]2[CH:13]=[CH:12][C:11]([S:14]([C:16]3[CH:21]=[CH:20][CH:19]=[CH:18][CH:17]=3)=[O:15])=[CH:10][N:9]2[CH:22]=1)=[O:4].FC(F)(F)C(OO)=[O:26].FC(F)(F)C(OC(=O)C(F)(F)F)=O.OO>C(Cl)Cl>[CH3:1][O:2][C:3]([NH:5][C:6]1[N:7]=[C:8]2[CH:13]=[CH:12][C:11]([S:14]([C:16]3[CH:17]=[CH:18][CH:19]=[CH:20][CH:21]=3)(=[O:26])=[O:15])=[CH:10][N:9]2[CH:22]=1)=[O:4]. Procedure details: Portionwise, with cooling, 0.500 g. (0.0015 mole) of 2(methoxycarbonylamino)-6-(phenylsulfinyl) imidazo [1,2-a] pyridine is added to 5 ml. of a methylene chloride solution of trifluoroperacetic acid prepared from 415 μl. trifluoroacetic anhydride and 65 μl. of 90% hydrogen peroxide. The solution is heated at reflux for 20 hours. The cooled reaction mixture is washed with 10 ml. of a saturated aqueous sodium bicarbonate solution, the organic layer is separated and chromatographed on silica gel. E... Reactants: C(C)(C)(C)C=1C=C(C=C(C1O)C(C)(C)C)C1=NNC2=NC=CC=C21 (3-(3,5-di-tertiary butyl-4-hydroxyphenyl)-1H-pyrazolo[3,4-b]pyridine), ClC1COC(OC1)=O (5-chloro-2-oxo-1,3-dioxane), Example 78 ( i ). The product is C(C)(C)(C)C=1C=C(C=C(C1O)C(C)(C)C)C1=NN(C2=NC=CC=C21)C2COC(OC2)=O (3-(3,5-di-tertiary butyl-4-hydroxyphenyl)-1-(2-oxo-1,3-dioxan-5-yl)-1H-pyrazolo-[3,4-b]pyridine). As a reaction SMILES: [C:1]([C:5]1[CH:6]=[C:7]([C:16]2[C:24]3[C:19](=[N:20][CH:21]=[CH:22][CH:23]=3)[NH:18][N:17]=2)[CH:8]=[C:9]([C:12]([CH3:15])([CH3:14])[CH3:13])[C:10]=1[OH:11])([CH3:4])([CH3:3])[CH3:2].Cl[CH:26]1[CH2:31][O:30][C:29](=[O:32])[O:28][CH2:27]1>>[C:1]([C:5]1[CH:6]=[C:7]([C:16]2[C:24]3[C:19](=[N:20][CH:21]=[CH:22][CH:23]=3)[N:18]([CH:26]3[CH2:31][O:30][C:29](=[O:32])[O:28][CH2:27]3)[N:17]=2)[CH:8]=[C:9]([C:12]([CH3:15])([CH3:14])[CH3:13])[C:10]=1[OH:11])([CH3:2])([CH3:3])[CH3:4]. Procedure details: By using 3.2 g of the compound of Example 1 and 1.6 g of 5-chloro-2-oxo-1,3-dioxane, the reaction is carried out in a similar manner as Example 78 (i) to give 3-(3,5-di-tertiary butyl-4-hydroxyphenyl)-1-(2-oxo-1,3-dioxan-5-yl)-1H-pyrazolo-[3,4-b]pyridine.